Dataset: the Open Reaction Database (ORD), a public repository of structured organic reaction records. Task: describe an organic reaction: reactants, conditions, products, and yield Product: O=C(c1ccc(NCc2ccc(C(F)(F)F)cc2)nc1)c1c[nH]c2ncccc12. Reaction SMILES: [C:36]([P:37]([C:38]([CH3:39])([CH3:40])[CH3:41])[c:42]1[cH:43][cH:44][cH:45][cH:46][c:47]1-[c:48]1[cH:49][cH:50][cH:51][cH:52][cH:53]1)([CH3:54])([CH3:55])[CH3:56].[C:57]([O-:58])(=[O:59])[CH3:60].[C:62]([O-:63])(=[O:64])[CH3:65].[Cl:1][c:2]1[cH:3][cH:4][c:5]([C:8](=[O:9])[c:10]2[cH:11][nH:12][c:13]3[n:14][cH:15][cH:16][cH:17][c:18]23)[cH:6][n:7]1.[F:19][C:20]([c:21]1[cH:22][cH:23][c:24]([CH2:25][NH2:26])[cH:27][cH:28]1)([F:29])[F:30].[O:31]1[CH2:32][CH2:33][CH2:34][CH2:35]1.[OH2:66].[Pd+2:61]>>[c:2]1([NH:26][CH2:25][c:24]2[cH:23][cH:22][c:21]([C:20]([F:19])([F:29])[F:30])[cH:28][cH:27]2)[cH:3][cH:4][c:5]([C:8](=[O:9])[c:10]2[cH:11][nH:12][c:13]3[n:14][cH:15][cH:16][cH:17][c:18]23)[cH:6][n:7]1. Starting materials: CC(C)(C)P(c1ccccc1-c1ccccc1)C(C)(C)C, CC(=O)[O-], CC(=O)[O-], O=C(c1ccc(Cl)nc1)c1c[nH]c2ncccc12, NCc1ccc(C(F)(F)F)cc1, C1CCOC1, O, [Pd+2].